describe an organic reaction: reactants, conditions, products, and yield From a dataset of the Open Reaction Database (ORD), a public repository of structured organic reaction records. The reactants are CC(=O)OC1CCc2ccc(Cl)nc21, CO, [K+], [K+], O=C([O-])[O-]. Product: OC1CCc2ccc(Cl)nc21. As a reaction SMILES: [C:1](=[O:2])([CH3:3])[O:4][CH:5]1[CH2:6][CH2:7][c:8]2[c:9]1[n:10][c:11]([Cl:14])[cH:12][cH:13]2.[CH3:21][OH:22].[K+:15].[K+:16].[O-:17][C:18]([O-:19])=[O:20]>>[OH:4][CH:5]1[CH2:6][CH2:7][c:8]2[c:9]1[n:10][c:11]([Cl:14])[cH:12][cH:13]2. Solvent: two, C(C)O (ethanol). Reactants: ClC1=NC=C(C(=N1)Cl)C (2,4-Dichloro-5-methylpyrimidine), NC1=C(C(=O)OCC)C=CC=C1 (ethyl 2-aminobenzoate), C(C)(C)N(CC)C(C)C (diisopropylethylamine). As a reaction SMILES: [Cl:1][C:2]1[N:7]=[C:6](Cl)[C:5]([CH3:9])=[CH:4][N:3]=1.[NH2:10][C:11]1[CH:21]=[CH:20][CH:19]=[CH:18][C:12]=1[C:13]([O:15][CH2:16][CH3:17])=[O:14].C(N(C(C)C)CC)(C)C>C(O)C>[Cl:1][C:2]1[N:7]=[C:6]([NH:10][C:11]2[CH:21]=[CH:20][CH:19]=[CH:18][C:12]=2[C:13]([O:15][CH2:16][CH3:17])=[O:14])[C:5]([CH3:9])=[CH:4][N:3]=1. Procedure details: 2,4-Dichloro-5-methylpyrimidine (28.1 g, 4172 mmol), ethyl 2-aminobenzoate (26.7 mL, 181 mmol), diisopropylethylamine (33 mL, 190 mmol) and ethanol (200 mL) were mixed together then equally divided and placed in two 350 mL pressure vessels. They were then capped and heated to 130° C. for three days. Upon cooling to room temperature, the precipitated product was collected and washed with ethanol followed by hexanes and then dried to give 4.5 g (9%) of ethyl 2-[(2-chloro-5-methyl-4-pyrimidinyl)ami... The product is ClC1=NC=C(C(=N1)NC1=C(C(=O)OCC)C=CC=C1)C (ethyl 2-[(2-chloro-5-methyl-4-pyrimidinyl)amino]benzoate). Run at temperature 130 celsius. Isolated yield 8.5%. Starting materials: COCC(OC=1C=C(C=C2C=C(NC12)C=1SC(CN1)CC(=O)O)OC1=CC=C(C=C1)S(=O)(=O)C)C ((2-{7-(2-methoxy-1-methylethoxy)-5-[4-(methylsulfonyl)phenoxy]-1H-indol-2-yl}-4,5-dihydro-1,3-thiazol-5-yl)acetic acid), Cl.C(C)N=C=NCCCN(C)C (1-ethyl-3-(3-dimethylaminopropyl)carbodiimide hydrochloride), [NH4+].ON1N=NC2=C1C=CC=C2 (1-hydroxybenzotriazole ammonium salt). Run in CN(C=O)C (N,N-dimethylformamide). Yields the product COCC(OC=1C=C(C=C2C=C(NC12)C=1SC(CN1)CC(=O)N)OC1=CC=C(C=C1)S(=O)(=O)C)C (2-(2-{7-(2-Methoxy-1-methylethoxy)-5-[4-(methylsulfonyl)phenoxy]-1H-indol-2-yl}-4,5-dihydro-1,3-thiazol-5-yl)acetamide). RXN SMILES: [CH3:1][O:2][CH2:3][CH:4]([CH3:35])[O:5][C:6]1[CH:7]=[C:8]([O:24][C:25]2[CH:30]=[CH:29][C:28]([S:31]([CH3:34])(=[O:33])=[O:32])=[CH:27][CH:26]=2)[CH:9]=[C:10]2[C:14]=1[NH:13][C:12]([C:15]1[S:16][CH:17]([CH2:20][C:21](O)=[O:22])[CH2:18][N:19]=1)=[CH:11]2.Cl.C([N:39]=C=NCCCN(C)C)C.[NH4+].ON1C2C=CC=CC=2N=N1>CN(C)C=O>[CH3:1][O:2][CH2:3][CH:4]([CH3:35])[O:5][C:6]1[CH:7]=[C:8]([O:24][C:25]2[CH:30]=[CH:29][C:28]([S:31]([CH3:34])(=[O:32])=[O:33])=[CH:27][CH:26]=2)[CH:9]=[C:10]2[C:14]=1[NH:13][C:12]([C:15]1[S:16][CH:17]([CH2:20][C:21]([NH2:39])=[O:22])[CH2:18][N:19]=1)=[CH:11]2 |f:1.2,3.4|. Procedure: To a solution of (2-{7-(2-methoxy-1-methylethoxy)-5-[4-(methylsulfonyl)phenoxy]-1H-indol-2-yl}-4,5-dihydro-1,3-thiazol-5-yl)acetic acid (48 mg) in N,N-dimethylformamide (2 mL) were added 1-ethyl-3-(3-dimethylaminopropyl)carbodiimide hydrochloride (35 mg) and 1-hydroxybenzotriazole ammonium salt (28 mg) at room temperature. The mixture was stirred at room temperature over night. The mixture was concentrated in vacuo. Ethyl acetate was added to the residue and the resultant was washed with water, ... Reactants: OC1CN(CC1)C1=CC=C(C=C1)O.C(C1=CC=CC=C1)(=O)[O-] (3-hydroxy-(4-hydroxyphenyl)pyrrolidine·benzoate), O (water), Cl (hydrochloric acid). Yields the product OC1=CC=C(C=C1)C=1CNCC1.Cl (3-(4-hydroxyphenyl)-3-pyrroline·HCl). As a reaction SMILES: O[CH:2]1C[CH2:5][N:4](C2C=CC(O)=CC=2)[CH2:3]1.[C:14]([O-])(=O)[C:15]1[CH:20]=[CH:19][CH:18]=[CH:17][CH:16]=1.[ClH:23].[OH2:24]>>[OH:24][C:18]1[CH:19]=[CH:20][C:15]([C:14]2[CH2:5][NH:4][CH2:3][CH:2]=2)=[CH:16][CH:17]=1.[ClH:23] |f:0.1,4.5|. Procedure details: 3.0 g (0.01 mol) of 3-hydroxy-(4-hydroxyphenyl)pyrrolidine·benzoate are dissolved in 100 ml of water. The solution is then brought to pH 1 with concentrated hydrochloric acid. The benzoic acid precipitated is extracted with ether and the clear aqueous solution evaporated. The solid residue is recrystallized from ethanol. There is obtained 3-(4-hydroxyphenyl)-3-pyrroline·HCl in the form of light beige crystals, mp 222° C. (from ethanol). The reactants are CO, Cc1cc([N+](=O)[O-])cnc1Cl, NCCCN, c1ccncc1. The product is Cc1cc([N+](=O)[O-])cnc1NCCCN. As a reaction SMILES: [CH3:23][OH:24].[Cl:1][c:2]1[n:3][cH:4][c:5]([N+:9](=[O:10])[O-:11])[cH:6][c:7]1[CH3:8].[NH2:12][CH2:13][CH2:14][CH2:15][NH2:16].[cH:17]1[cH:18][cH:19][n:20][cH:21][cH:22]1>>[c:2]1([NH:16][CH2:15][CH2:14][CH2:13][NH2:12])[n:3][cH:4][c:5]([N+:9](=[O:10])[O-:11])[cH:6][c:7]1[CH3:8].